This data is from the Open Reaction Database (ORD), a public repository of structured organic reaction records. The task is: describe an organic reaction: reactants, conditions, products, and yield The product is C(C)OC(C1=C(C2=C(O1)C=CC=C2)C(C2=C(C=CC=C2)F)=O)OCC (2-(diethoxymethyl)-3-(2-fluorobenzoyl)-benzo[b]furan). Solvent: CCOCC (ether), CCOCC (ether), hexanes. The reactants are CON(C(C1=C(C=CC=C1)F)=O)C (N-methoxy-N-methyl-2-fluorobenzamide), O (water), BrC=1C2=C(OC1C(OCC)OCC)C=CC=C2 (3-bromo-2-(diethoxymethyl)-benzo[b]furan), solution, C(C)(C)(C)[Li] (tert-butyllithium). Procedure: To a solution of 3 g of 3-bromo-2-(diethoxymethyl)-benzo[b]furan in 80 ml of dry ether under nitrogen at −100° C. was added 17.4 ml of a 1.7 M solution of tert-butyllithium in hexanes. The solution was stirred at the low temperature for 2 h then a solution of 2.76 g of N-methoxy-N-methyl-2-fluorobenzamide in 20 ml of dry ether was added and the solution stirred at the low tempertature for 10 min. The solution was then allowed to slowly warm to 0° C., water was added and the organic layer was sep... Isolated yield 26.5%. As a reaction SMILES: Br[C:2]1[C:3]2[CH:17]=[CH:16][CH:15]=[CH:14][C:4]=2[O:5][C:6]=1[CH:7]([O:11][CH2:12][CH3:13])[O:8][CH2:9][CH3:10].C([Li])(C)(C)C.CON(C)[C:26](=[O:34])[C:27]1[CH:32]=[CH:31][CH:30]=[CH:29][C:28]=1[F:33].O>CCOCC>[CH2:9]([O:8][CH:7]([O:11][CH2:12][CH3:13])[C:6]1[O:5][C:4]2[CH:14]=[CH:15][CH:16]=[CH:17][C:3]=2[C:2]=1[C:26](=[O:34])[C:27]1[CH:32]=[CH:31][CH:30]=[CH:29][C:28]=1[F:33])[CH3:10]. Conditions: temperature 0 celsius, time 2 hour. The reactants are NC=1C2=C(N=CN1)N(C=C2C2=CC=C(C=C2)SC2=CC=CC=C2)C(C)(C)C (4-amino-5-[4-(phenylthio)phenyl]-7-(tert-butyl)pyrrolo[2,3-d]pyrimidine), S(=O)(=O)(O[O-])[O-].[K+].[K+] (potassium peroxymonosulphate), O (water), O (water). Solvent: CO (methanol), C(C)(=O)O (acetic acid). Conditions: time 3 hour. Yields the product C(C)(C)(C)N1C=C(C2=C1N=CN=C2N)C2=CC=C(C=C2)S(=O)(=O)C2=CC=CC=C2 (7-tert-butyl-5-(4-phenylsulphonylphenyl)-7H-pyrrolo[2,3-d]pyrimidin-4-ylamine). RXN SMILES: S([O-])(O[O-])(=O)=[O:2].[K+].[K+].[NH2:9][C:10]1[C:11]2[C:18]([C:19]3[CH:24]=[CH:23][C:22]([S:25][C:26]4[CH:31]=[CH:30][CH:29]=[CH:28][CH:27]=4)=[CH:21][CH:20]=3)=[CH:17][N:16]([C:32]([CH3:35])([CH3:34])[CH3:33])[C:12]=2[N:13]=[CH:14][N:15]=1.[OH2:36]>CO.C(O)(=O)C>[C:32]([N:16]1[C:12]2[N:13]=[CH:14][N:15]=[C:10]([NH2:9])[C:11]=2[C:18]([C:19]2[CH:20]=[CH:21][C:22]([S:25]([C:26]3[CH:31]=[CH:30][CH:29]=[CH:28][CH:27]=3)(=[O:2])=[O:36])=[CH:23][CH:24]=2)=[CH:17]1)([CH3:35])([CH3:34])[CH3:33] |f:0.1.2|. Procedure details: A solution of potassium peroxymonosulphate (4.93g) in water (10 ml) was added dropwise with stirring to a solution of 4-amino-5-[4-(phenylthio)phenyl]-7-(tert-butyl)pyrrolo[2,3-d]pyrimidine (1.0 g) in methanol (5 ml) and glacial acetic acid (5 ml) keeping the temperature below 5° C. The mixture was then stirred at ambient temperature for 3 hours and then diluted with water (50 ml). The mixture was extracted with ethyl acetate to give a solid which was purified by flash column chromatography on s... The reactants are CO, CNC(=S)N(C1CC1)C(C)c1nc(-c2cccc(Cl)c2)no1, CCI. Product: CCSC(=NC)N(C1CC1)C(C)c1nc(-c2cccc(Cl)c2)no1. Reaction SMILES: [CH3:26][OH:27].[Cl:1][c:2]1[cH:3][c:4](-[c:8]2[n:9][o:10][c:11]([CH:13]([CH3:14])[N:15]([C:16](=[S:17])[NH:18][CH3:19])[CH:20]3[CH2:21][CH2:22]3)[n:12]2)[cH:5][cH:6][cH:7]1.[I:23][CH2:24][CH3:25]>>[Cl:1][c:2]1[cH:3][c:4](-[c:8]2[n:9][o:10][c:11]([CH:13]([CH3:14])[N:15]([C:16]([S:17][CH2:24][CH3:25])=[N:18][CH3:19])[CH:20]3[CH2:21][CH2:22]3)[n:12]2)[cH:5][cH:6][cH:7]1. Starting materials: [H-].[Na+] (Sodium hydride), Cl (HCl), O=C1[C@]2(C)[C@@H](CC1)[C@@H]1CC[C@H]3C(C(CC[C@]3(C)[C@H]1CC2)=O)C (17-keto-4-methyl-5α-androstan-3-one), ClC1=C(CP(OCC)(OCC)=O)C=CC=C1 (diethyl 2-chlorobenzylphosphonate). The solvent is CN(C)C=O (DMF), C(Cl)Cl.CC(=O)C (methylene chloride acetone). Conditions: temperature 70 celsius, time 110 minute. Yields the product ClC1=C(C=CC=C1)C=C1[C@]2(C)[C@@H](CC1)[C@@H]1CC[C@H]3C(C(CC[C@]3(C)[C@H]1CC2)=O)C (17-[(2-chlorophenyl)methylene]-4-methyl-5α-androstan-3-one). Reaction SMILES: [H-].[Na+].O=[C:4]1[CH2:9][CH2:8][C@H:7]2[C@H:10]3[C@H:20]([CH2:21][CH2:22][C@:5]12[CH3:6])[C@:18]1([CH3:19])[C@H:13]([CH:14]([CH3:24])[C:15](=[O:23])[CH2:16][CH2:17]1)[CH2:12][CH2:11]3.[Cl:25][C:26]1[CH:40]=[CH:39][CH:38]=[CH:37][C:27]=1[CH2:28]P(=O)(OCC)OCC.Cl>CN(C=O)C.C(Cl)Cl.CC(C)=O>[Cl:25][C:26]1[CH:40]=[CH:39][CH:38]=[CH:37][C:27]=1[CH:28]=[C:4]1[CH2:9][CH2:8][C@H:7]2[C@H:10]3[C@H:20]([CH2:21][CH2:22][C@:5]12[CH3:6])[C@:18]1([CH3:19])[C@H:13]([CH:14]([CH3:24])[C:15](=[O:23])[CH2:16][CH2:17]1)[CH2:12][CH2:11]3 |f:0.1,6.7|. Reported procedure: Sodium hydride (60%, 26 mg, 0.66 mmole) was added to a solution of 101 mg. (0.33 mol) of 17-keto-4-methyl-5α-androstan-3-one (F) and 173 mg (0.66 mol) of diethyl 2-chlorobenzylphosphonate in 1.0 ml of dry DMF at room temperature. The mixture was heated at 70° C. in a nitrogen atmosphere with stirring for 110 minutes, cooled, poured into 0.5N HCl (20 ml) and extracted with methylene chloride (3×). The organic phases were combined, washed with water (3×), saturated NaCl solution and dried over mag... The reactants are C1CCOC1, CN(C)S(=O)(=O)n1cc(C(O)c2ccc3ccccc3c2)nc1[Si](C)(C)C(C)(C)C, CCCC[N+](CCCC)(CCCC)CCCC, [F-]. Product: CN(C)S(=O)(=O)n1cnc(C(O)c2ccc3ccccc3c2)c1. RXN SMILES: [CH2:49]1[O:50][CH2:51][CH2:52][CH2:53]1.[CH3:1][N:2]([S:3](=[O:4])(=[O:5])[n:6]1[c:7]([Si:23]([C:24]([CH3:25])([CH3:26])[CH3:27])([CH3:28])[CH3:29])[n:8][c:9]([CH:11]([c:12]2[cH:13][c:14]3[cH:15][cH:16][cH:17][cH:18][c:19]3[cH:20][cH:21]2)[OH:22])[cH:10]1)[CH3:30].[CH3:32][CH2:33][CH2:34][CH2:35][N+:36]([CH2:37][CH2:38][CH2:39][CH3:40])([CH2:41][CH2:42][CH2:43][CH3:44])[CH2:45][CH2:46][CH2:47][CH3:48].[F-:31]>>[CH3:1][N:2]([S:3](=[O:4])(=[O:5])[n:6]1[cH:7][n:8][c:9]([CH:11]([c:12]2[cH:13][c:14]3[cH:15][cH:16][cH:17][cH:18][c:19]3[cH:20][cH:21]2)[OH:22])[cH:10]1)[CH3:30]. Reactants: C(C)(=O)OCCCCCCC=C (7-octenyl acetate), O1C2C1CCC=CCC2 (1,2-epoxy-5-cyclooctene), Cl[Si](C)(C)C (chlorotrimethylsilane), [I-].[Na+] (sodium iodide). The reagents and catalysts are Cl[Ru](Cl)([P](C1CCCCC1)(C2CCCCC2)C3CCCCC3)([P](C4CCCCC4)(C5CCCCC5)C6CCCCC6)=CC7=CC=CC=C7 (Grubbs catalyst). Run at temperature 0 celsius, time 24 hour. Yields the product C(C)(=O)OCCCCCCCCCC\C=C/CCCC (Z-11-hexadecenyl acetate). Reaction SMILES: [C:1]([O:4][CH2:5][CH2:6][CH2:7][CH2:8][CH2:9][CH2:10][CH:11]=[CH2:12])(=[O:3])[CH3:2].O1[CH:15]2[CH2:16][CH2:17][CH:18]=[CH:19][CH2:20][CH2:21][CH:14]12.Cl[Si](C)(C)C.[I-].[Na+]>Cl[Ru](=CC1C=CC=CC=1)([P](C1CCCCC1)(C1CCCCC1)C1CCCCC1)([P](C1CCCCC1)(C1CCCCC1)C1CCCCC1)Cl>[C:1]([O:4][CH2:5][CH2:6][CH2:7][CH2:8][CH2:9][CH2:10][CH2:11][CH2:12][CH2:20][CH2:21]/[CH:14]=[CH:15]\[CH2:16][CH2:17][CH2:18][CH3:19])(=[O:3])[CH3:2] |f:3.4,^1:37,56|. Procedure: This example is designed to produce Z-11-hexadecenyl acetate through the reaction shown in FIG. 3. To a dry 50-mL round-bottomed flask is added 4.5 g (0.026 mol) 7-octenyl acetate, 3.3 g (0.026 mol) 1,2-epoxy-5-cyclooctene and a magnetic stir bar. The solution is cooled to 0° C. and sparged with nitrogen for 10 minutes. Grubbs catalyst 848 (1.10 g, 1.30 mmol) is added and the reaction is stirred at 0° C. for 24 hours. The reaction is quenched by addition of 15 ml of 2M THP in IPA solution, warme... The reactants are COc1cccc(C2(O)CCCNC2)c1, O=C(Cl)c1ccc2ccccc2c1. Product: COc1cccc(C2(O)CCCN(C(=O)c3ccc4ccccc4c3)C2)c1. Reaction SMILES: [CH3:14][O:15][c:16]1[cH:17][c:18]([C:22]2([OH:28])[CH2:23][NH:24][CH2:25][CH2:26][CH2:27]2)[cH:19][cH:20][cH:21]1.[cH:1]1[c:2]([C:11](=[O:12])[Cl:13])[cH:3][cH:4][c:5]2[cH:6][cH:7][cH:8][cH:9][c:10]12>>[cH:1]1[c:2]([C:11](=[O:12])[N:24]2[CH2:23][C:22]([c:18]3[cH:17][c:16]([O:15][CH3:14])[cH:21][cH:20][cH:19]3)([OH:28])[CH2:27][CH2:26][CH2:25]2)[cH:3][cH:4][c:5]2[cH:6][cH:7][cH:8][cH:9][c:10]12. Starting materials: C(C1=CC=CC=C1)(=O)OC=1C(=NC(=NC1C(=O)OC)C1(N(CCN(C1)C(=O)OC(C)(C)C)C(=O)OCC1=CC=CC=C1)C)O (1-benzyl 4-tert-butyl 2-[5-(benzoyloxy)-4-hydroxy-6-(methoxycarbonyl)pyrimidin-2-yl]-2-methylpiperazine-1,4-dicarboxylate). Solvent: CCOC(=O)C (AcOEt), [Pd] (Pd/C). Product: C(C1=CC=CC=C1)(=O)OC=1C(=NC(=NC1O)C1(NCCN(C1)C(=O)OC(C)(C)C)C)C(=O)OC (Methyl 5-(benzoyloxy)-2-[4-(tert-butoxycarbonyl)-2-methylpiperazin-2-yl]-6-hydroxypyrimidine-4-carboxylate). As a reaction SMILES: [C:1]([O:9][C:10]1[C:11]([OH:44])=[N:12][C:13]([C:20]2([CH3:43])[CH2:25][N:24]([C:26]([O:28][C:29]([CH3:32])([CH3:31])[CH3:30])=[O:27])[CH2:23][CH2:22][N:21]2C(OCC2C=CC=CC=2)=O)=[N:14][C:15]=1[C:16]([O:18][CH3:19])=[O:17])(=[O:8])[C:2]1[CH:7]=[CH:6][CH:5]=[CH:4][CH:3]=1>CCOC(C)=O.[Pd]>[C:1]([O:9][C:10]1[C:15]([C:16]([O:18][CH3:19])=[O:17])=[N:14][C:13]([C:20]2([CH3:43])[CH2:25][N:24]([C:26]([O:28][C:29]([CH3:30])([CH3:31])[CH3:32])=[O:27])[CH2:23][CH2:22][NH:21]2)=[N:12][C:11]=1[OH:44])(=[O:8])[C:2]1[CH:7]=[CH:6][CH:5]=[CH:4][CH:3]=1. Procedure: 1-benzyl 4-tert-butyl 2-[5-(benzoyloxy)-4-hydroxy-6-(methoxycarbonyl)pyrimidin-2-yl]-2-methylpiperazine-1,4-dicarboxylate (C-43) was dissolved in AcOEt and hydrogenated at 1 atm on 10% (w/w) Pd/C over night. After filtration of the catalyst, solvent was evaporated to give the crude title compound (C-44). Reactants: [BH3-]C#N, CC(C)N, CC#N, CO, Cl, [Na+], O=C1NC(O)CCC12c1ccccc1-c1ccccc12. Yields the product CC(C)NCCCC1(C(N)=O)c2ccccc2-c2ccccc21. RXN SMILES: [C:6]([BH3-:7])#[N:8].[CH3:1][CH:2]([CH3:3])[NH2:4].[CH3:30][C:31]#[N:32].[CH3:33][OH:34].[ClH:5].[Na+:9].[OH:10][CH:11]1[CH2:12][CH2:13][C:14]2([c:15]3[cH:16][cH:17][cH:18][cH:19][c:20]3-[c:21]3[cH:22][cH:23][cH:24][cH:25][c:26]32)[C:27](=[O:29])[NH:28]1>>[CH3:1][CH:2]([CH3:3])[NH:4][CH2:11][CH2:12][CH2:13][C:14]1([C:27]([NH2:28])=[O:29])[c:15]2[cH:16][cH:17][cH:18][cH:19][c:20]2-[c:21]2[cH:22][cH:23][cH:24][cH:25][c:26]21.